From a dataset of the Open Reaction Database (ORD), a public repository of structured organic reaction records. describe an organic reaction: reactants, conditions, products, and yield Starting materials: C=CP(=O)(OCC)OCC, CO, O=N[O-], Cc1cc(N)cc(C)c1C=O, [Na+], CC(=O)[O-], CC(=O)[O-], O, [Pd+2]. The product is CCOP(=O)(C=Cc1cc(C)c(C=O)c(C)c1)OCC. As a reaction SMILES: [CH2:18]([CH3:19])[O:20][P:21]([O:22][CH2:23][CH3:24])(=[O:25])[CH:26]=[CH2:27].[CH3:16][OH:17].[N:12]([O-:13])=[O:14].[NH2:1][c:2]1[cH:3][c:4]([CH3:11])[c:5]([CH:6]=[O:7])[c:8]([CH3:10])[cH:9]1.[Na+:15].[O-:30][C:31]([CH3:32])=[O:33].[O-:34][C:35]([CH3:36])=[O:37].[OH2:28].[Pd+2:29]>>[c:2]1([CH:27]=[CH:26][P:21]([O:20][CH2:18][CH3:19])([O:22][CH2:23][CH3:24])=[O:25])[cH:3][c:4]([CH3:11])[c:5]([CH:6]=[O:7])[c:8]([CH3:10])[cH:9]1. Reactants: Cl, CCOC(=O)c1cn(CC)c2c(F)c(-c3ccc(OC)cc3)c(F)cc2c1=O, C1CCOC1. Yields the product CCn1cc(C(=O)O)c(=O)c2cc(F)c(-c3ccc(OC)cc3)c(F)c21. As a reaction SMILES: [ClH:29].[F:1][c:2]1[cH:3][c:4]2[c:5](=[O:28])[c:6]([C:23](=[O:24])[O:25][CH2:26][CH3:27])[cH:7][n:8]([CH2:21][CH3:22])[c:9]2[c:10]([F:20])[c:11]1-[c:12]1[cH:13][cH:14][c:15]([O:18][CH3:19])[cH:16][cH:17]1.[O:30]1[CH2:31][CH2:32][CH2:33][CH2:34]1>>[F:1][c:2]1[cH:3][c:4]2[c:5](=[O:28])[c:6]([C:23](=[O:24])[OH:25])[cH:7][n:8]([CH2:21][CH3:22])[c:9]2[c:10]([F:20])[c:11]1-[c:12]1[cH:13][cH:14][c:15]([O:18][CH3:19])[cH:16][cH:17]1. Reactants: COC(=O)C=1SC(=C(C1C)C1=CC=C(C=C1)S(=O)(=O)C)C1=CC=C(C=C1)F (3-Methyl-5-(4-fluorophenyl)-4-(4-(methylsulfonyl)-phenyl) thiophene-2-carboxylic acid methyl ester), C1CC(=O)N(C1=O)Br (NBS). The reagents and catalysts are C(C1=CC=CC=C1)(=O)OOC(C1=CC=CC=C1)=O (benzoylperoxide). The solvent is CCOC(=O)C.CCCCCC (EtOAc hexane), C(Cl)(Cl)(Cl)Cl (CCl4). Conditions: time 30 minute. Yields the product COC(=O)C=1SC(=C(C1CBr)C1=CC=C(C=C1)S(=O)(=O)C)C1=CC=C(C=C1)F (3-Bromomethyl-5-(4-fluorophenyl)-4-(4-(methylsulfonyl) -phenyl)thiophene-2-carboxylic acid methyl ester). The yield is 82.8%. RXN SMILES: [CH3:1][O:2][C:3]([C:5]1[S:6][C:7]([C:21]2[CH:26]=[CH:25][C:24]([F:27])=[CH:23][CH:22]=2)=[C:8]([C:11]2[CH:16]=[CH:15][C:14]([S:17]([CH3:20])(=[O:19])=[O:18])=[CH:13][CH:12]=2)[C:9]=1[CH3:10])=[O:4].C1C(=O)N([Br:35])C(=O)C1>C(Cl)(Cl)(Cl)Cl.CCOC(C)=O.CCCCCC.C(OOC(=O)C1C=CC=CC=1)(=O)C1C=CC=CC=1>[CH3:1][O:2][C:3]([C:5]1[S:6][C:7]([C:21]2[CH:22]=[CH:23][C:24]([F:27])=[CH:25][CH:26]=2)=[C:8]([C:11]2[CH:12]=[CH:13][C:14]([S:17]([CH3:20])(=[O:18])=[O:19])=[CH:15][CH:16]=2)[C:9]=1[CH2:10][Br:35])=[O:4] |f:3.4|. Procedure: A solution of 404 mg of the product of Step 5, 200 mg of NBS, and 5 mg of benzoylperoxide in 10 mL of CCl4 was heated in a 80° C. oil bath under light from a W-lamp. After 30 min, the reaction mixture was cooled to room temperature, diluted with 10 mL of 3:1 EtOAc/hexane, and filtered through a pad of silica gel. The filtrate was concentrated in vacuo to give 400 mg of the crude title compound which was used for the next step without further purification. The reactants are C#CCO, ClC(Cl)Cl, CCN(C(C)C)C(C)C, [Cu]I, FC(F)(F)c1cc(I)cc(C(F)(F)F)c1, C1CCOC1, O=C(C=Cc1ccccc1)C=Cc1ccccc1, O=C(C=Cc1ccccc1)C=Cc1ccccc1, O=C(C=Cc1ccccc1)C=Cc1ccccc1, [Pd], [Pd], c1ccc(P(c2ccccc2)c2ccccc2)cc1. The product is OCC#Cc1cc(C(F)(F)F)cc(C(F)(F)F)c1. As a reaction SMILES: [CH2:35]([C:36]#[CH:37])[OH:38].[CH:106]([Cl:107])([Cl:108])[Cl:109].[CH:39]([N:40]([CH:41]([CH3:42])[CH3:43])[CH2:44][CH3:45])([CH3:46])[CH3:47].[Cu:48][I:49].[I:1][c:2]1[cH:3][c:4]([C:12]([F:13])([F:14])[F:15])[cH:5][c:6]([C:8]([F:9])([F:10])[F:11])[cH:7]1.[O:110]1[CH2:111][CH2:112][CH2:113][CH2:114]1.[O:52]=[C:53]([CH:54]=[CH:55][c:56]1[cH:57][cH:58][cH:59][cH:60][cH:61]1)[CH:62]=[CH:63][c:64]1[cH:65][cH:66][cH:67][cH:68][cH:69]1.[O:70]=[C:71]([CH:72]=[CH:73][c:74]1[cH:75][cH:76][cH:77][cH:78][cH:79]1)[CH:80]=[CH:81][c:82]1[cH:83][cH:84][cH:85][cH:86][cH:87]1.[O:88]=[C:89]([CH:90]=[CH:91][c:92]1[cH:93][cH:94][cH:95][cH:96][cH:97]1)[CH:98]=[CH:99][c:100]1[cH:101][cH:102][cH:103][cH:104][cH:105]1.[Pd:50].[Pd:51].[c:16]1([P:17]([c:18]2[cH:19][cH:20][cH:21][cH:22][cH:23]2)[c:24]2[cH:25][cH:26][cH:27][cH:28][cH:29]2)[cH:30][cH:31][cH:32][cH:33][cH:34]1>>[c:2]1([C:37]#[C:36][CH2:35][OH:38])[cH:3][c:4]([C:12]([F:13])([F:14])[F:15])[cH:5][c:6]([C:8]([F:9])([F:10])[F:11])[cH:7]1. The reactants are [Li]C(C)(C)C, C1CCOC1, COc1ccc(N2CCN(c3c(C)c(C)c4c(c3C)C(=O)C(C)(C)O4)CC2)cc1, CCCCC, O. Reaction SMILES: [C:6]([CH3:7])([CH3:8])([CH3:9])[Li:10].[CH2:11]1[O:12][CH2:13][CH2:14][CH2:15]1.[CH3:16][O:17][c:18]1[cH:19][cH:20][c:21]([N:24]2[CH2:25][CH2:26][N:27]([c:30]3[c:31]([CH3:44])[c:32]([CH3:43])[c:33]4[c:34]([c:41]3[CH3:42])[C:35](=[O:40])[C:36]([CH3:38])([CH3:39])[O:37]4)[CH2:28][CH2:29]2)[cH:22][cH:23]1.[CH3:1][CH2:2][CH2:3][CH2:4][CH3:5].[OH2:45]>>[C:6]([CH3:7])([CH3:8])([CH3:9])[C:35]1([OH:40])[c:34]2[c:33]([c:32]([CH3:43])[c:31]([CH3:44])[c:30]([N:27]3[CH2:26][CH2:25][N:24]([c:21]4[cH:20][cH:19][c:18]([O:17][CH3:16])[cH:23][cH:22]4)[CH2:29][CH2:28]3)[c:41]2[CH3:42])[O:37][C:36]1([CH3:38])[CH3:39]. Yields the product COc1ccc(N2CCN(c3c(C)c(C)c4c(c3C)C(O)(C(C)(C)C)C(C)(C)O4)CC2)cc1. Reactants: ClC1=C(C=C(C(=O)NC2=CC(=CC(=C2)N2CCOCC2)F)C=C1)NC(C1=C(C=CC(=C1)Cl)[N+](=O)[O-])=O (4-chloro-3-(5-chloro-2-nitrobenzamido)-N-(3-fluoro-5-morpholinophenyl)benzamide), CN(CCCN)C (3-dimethylaminopropylamine). Yields the product ClC1=C(C=C(C(=O)NC2=CC(=CC(=C2)N2CCOCC2)F)C=C1)NC(C1=C(C=CC(=C1)NCCCN(C)C)[N+](=O)[O-])=O (4-chloro-3-[5-(3-dimethylaminopropylamino)-2-nitrobenzamido]-N-(3-fluoro-5-morpholinophenyl)benzamide). Isolated yield 76.0%. As a reaction SMILES: [Cl:1][C:2]1[CH:23]=[CH:22][C:5]([C:6]([NH:8][C:9]2[CH:14]=[C:13]([N:15]3[CH2:20][CH2:19][O:18][CH2:17][CH2:16]3)[CH:12]=[C:11]([F:21])[CH:10]=2)=[O:7])=[CH:4][C:3]=1[NH:24][C:25](=[O:36])[C:26]1[CH:31]=[C:30](Cl)[CH:29]=[CH:28][C:27]=1[N+:33]([O-:35])=[O:34].[CH3:37][N:38]([CH3:43])[CH2:39][CH2:40][CH2:41][NH2:42]>>[Cl:1][C:2]1[CH:23]=[CH:22][C:5]([C:6]([NH:8][C:9]2[CH:14]=[C:13]([N:15]3[CH2:20][CH2:19][O:18][CH2:17][CH2:16]3)[CH:12]=[C:11]([F:21])[CH:10]=2)=[O:7])=[CH:4][C:3]=1[NH:24][C:25](=[O:36])[C:26]1[CH:31]=[C:30]([NH:42][CH2:41][CH2:40][CH2:39][N:38]([CH3:43])[CH3:37])[CH:29]=[CH:28][C:27]=1[N+:33]([O-:35])=[O:34]. Procedure: Using an analogous procedure to that described in the second paragraph of the portion of Example 23 which is concerned with the preparation of starting materials, 4-chloro-3-(5-chloro-2-nitrobenzamido)-N-(3-fluoro-5-morpholinophenyl)benzamide was reacted with 3-dimethylaminopropylamine to give the title compound in 76% yield; NMR Spectrum: (DMSOd6) 1.62-1.74 (m, 2H), 2.12 (s, 6H), 2.27 (t, 2H), 3.08-3.13 (m, 4H), 3.18-3.22 (m, 2H), 3.69-3.74 (m, 4H), 6.58 (d, 1H), 6.67 (m, 2H), 7.15-7.2 (m, 2H),... Reactants: CCc1nc2c(cnn2CC)c(NC2CCOCC2)c1CNC(=O)Nc1ccc(C#CCCCBr)cc1, CC(C)(C)[Si](C)(C)OC(CNCCCC#Cc1ccc(NC(=O)C(F)(F)F)cc1)c1ccc(O)c2[nH]c(=O)ccc12. The product is CCc1nc2c(cnn2CC)c(NC2CCOCC2)c1CNC(=O)Nc1ccc(C#CCCCNCC(O[Si](C)(C)C(C)(C)C)c2ccc(O)c3[nH]c(=O)ccc23)cc1. As a reaction SMILES: [Br:42][CH2:43][CH2:44][CH2:45][C:46]#[C:47][c:48]1[cH:49][cH:50][c:51]([NH:54][C:55](=[O:56])[NH:57][CH2:58][c:59]2[c:60]([NH:72][CH:73]3[CH2:74][CH2:75][O:76][CH2:77][CH2:78]3)[c:61]3[c:62]([n:63][c:64]2[CH2:65][CH3:66])[n:67]([CH2:70][CH3:71])[n:68][cH:69]3)[cH:52][cH:53]1.[C:1]([CH3:2])([CH3:3])([CH3:4])[Si:5]([O:6][CH:7]([CH2:8][NH:9][CH2:10][CH2:11][CH2:12][C:13]#[C:14][c:15]1[cH:16][cH:17][c:18]([NH:19][C:20](=[O:21])[C:22]([F:23])([F:24])[F:25])[cH:26][cH:27]1)[c:28]1[c:29]2[cH:30][cH:31][c:32](=[O:39])[nH:33][c:34]2[c:35]([OH:38])[cH:36][cH:37]1)([CH3:40])[CH3:41]>>[C:1]([CH3:2])([CH3:3])([CH3:4])[Si:5]([O:6][CH:7]([CH2:8][NH:9][CH2:10][CH2:11][CH2:12][C:46]#[C:47][c:48]1[cH:49][cH:50][c:51]([NH:54][C:55](=[O:56])[NH:57][CH2:58][c:59]2[c:60]([NH:72][CH:73]3[CH2:74][CH2:75][O:76][CH2:77][CH2:78]3)[c:61]3[c:62]([n:63][c:64]2[CH2:65][CH3:66])[n:67]([CH2:70][CH3:71])[n:68][cH:69]3)[cH:52][cH:53]1)[c:28]1[c:29]2[cH:30][cH:31][c:32](=[O:39])[nH:33][c:34]2[c:35]([OH:38])[cH:36][cH:37]1)([CH3:40])[CH3:41]. The reactants are ClC1=CC=C(C=C1)S(=O)(=O)NC1C(NCCCC1)=O (4-Chloro-N-(2-oxo-azepan-3-yl)-benzenesulfonamide), BrCC1=CC=C(C#N)C=C1 (4-(bromomethyl)-benzonitrile), C([O-])([O-])=O.[K+].[K+] (potassium carbonate), [I-].[K+] (potassium iodide). The solvent is CN(C=O)C (dimethylformamide). Product: ClC1=CC=C(C=C1)S(=O)(=O)N(C1C(NCCCC1)=O)CC1=CC=C(C=C1)C#N (4-chloro-N-(4-cyano-benzyl)-N-(2-oxo-azepan-3-yl)-benzenesulfonamide). The yield is 62.8%. RXN SMILES: [Cl:1][C:2]1[CH:7]=[CH:6][C:5]([S:8]([NH:11][CH:12]2[CH2:18][CH2:17][CH2:16][CH2:15][NH:14][C:13]2=[O:19])(=[O:10])=[O:9])=[CH:4][CH:3]=1.Br[CH2:21][C:22]1[CH:29]=[CH:28][C:25]([C:26]#[N:27])=[CH:24][CH:23]=1.C(=O)([O-])[O-].[K+].[K+].[I-].[K+]>CN(C)C=O>[Cl:1][C:2]1[CH:3]=[CH:4][C:5]([S:8]([N:11]([CH2:21][C:22]2[CH:29]=[CH:28][C:25]([C:26]#[N:27])=[CH:24][CH:23]=2)[CH:12]2[CH2:18][CH2:17][CH2:16][CH2:15][NH:14][C:13]2=[O:19])(=[O:10])=[O:9])=[CH:6][CH:7]=1 |f:2.3.4,5.6|. Reported procedure: 4-Chloro-N-(2-oxo-azepan-3-yl)-benzenesulfonamide (1.21 g, 4.00 mmol), 4-(bromomethyl)-benzonitrile (0.79 g, 4.00 mmol), potassium carbonate (5.58 g, 40.0 mmol) and potassium iodide (0.13 g, 0.80 mmol) in 200 ml dimethylformamide were stirred at 65° C. for 16 hours. Extraction with water/ethylacetate and chromatography on silicagel with ethylacetate yielded 1.05 g (63%) 4-chloro-N-(4-cyano-benzyl)-N-(2-oxo-azepan-3-yl)-benzenesulfonamide as white solid, MS: m/e (%)=418.1 (MH+, 100). Reactants: [Al+3], COc1ccccc1, CO, [Cl-], [Cl-], [Cl-], ClCCl, CC(NC(=O)C(F)(F)F)C(=O)O, O=S(Cl)Cl, c1ccncc1. The product is COc1ccc(C(=O)C(C)NC(=O)C(F)(F)F)cc1. RXN SMILES: [Al+3:26].[CH3:17][O:18][c:19]1[cH:20][cH:21][cH:22][cH:23][cH:24]1.[CH3:32][OH:33].[Cl-:25].[Cl-:27].[Cl-:28].[Cl:29][CH2:30][Cl:31].[F:1][C:2]([C:3](=[O:4])[NH:5][CH:6]([CH3:7])[C:8](=[O:9])[OH:10])([F:11])[F:12].[S:13]([Cl:14])([Cl:15])=[O:16].[cH:34]1[cH:35][cH:36][n:37][cH:38][cH:39]1>>[F:1][C:2]([C:3](=[O:4])[NH:5][CH:6]([CH3:7])[C:8](=[O:10])[c:22]1[cH:21][cH:20][c:19]([O:18][CH3:17])[cH:24][cH:23]1)([F:11])[F:12].